This data is from the Open Reaction Database (ORD), a public repository of structured organic reaction records. The task is: describe an organic reaction: reactants, conditions, products, and yield The reactants are [N+](=O)([O-])C1=C(C=C(C=C1)C=1CCN(CC1)C(=O)OC(C)(C)C)OC(C)C (2-methylpropan-2-yl 4-[4-nitro-3-(propan-2-yloxy)phenyl]-3,6-dihydropyridine-1(2H)-carboxylate). Reagents/catalysts: [Pd] (palladium-on-carbon). Solvent: CO (methanol). Product: NC1=C(C=C(C=C1)C1CCN(CC1)C(=O)OC(C)(C)C)OC(C)C (2-methylpropan-2-yl 4-[4-amino-3-(propan-2-yloxy)phenyl]piperidine-1-carboxylate). Isolated yield 95.8%. As a reaction SMILES: [N+:1]([C:4]1[CH:9]=[CH:8][C:7]([C:10]2[CH2:11][CH2:12][N:13]([C:16]([O:18][C:19]([CH3:22])([CH3:21])[CH3:20])=[O:17])[CH2:14][CH:15]=2)=[CH:6][C:5]=1[O:23][CH:24]([CH3:26])[CH3:25])([O-])=O>CO.[Pd]>[NH2:1][C:4]1[CH:9]=[CH:8][C:7]([CH:10]2[CH2:11][CH2:12][N:13]([C:16]([O:18][C:19]([CH3:20])([CH3:21])[CH3:22])=[O:17])[CH2:14][CH2:15]2)=[CH:6][C:5]=1[O:23][CH:24]([CH3:26])[CH3:25]. Procedure: A solution of 2.76 g of 2-methylpropan-2-yl 4-[4-nitro-3-(propan-2-yloxy)phenyl]-3,6-dihydropyridine-1(2H)-carboxylate in 60 ml of methanol is hydrogenated on 300 mg of palladium-on-carbon (10%) at a pressure of 10 bar and at ambient temperature for 3 h. The catalyst is removed by filtration on Celite and the filtrate is evaporated to dryness so as to obtain 2.44 g of 2-methylpropan-2-yl 4-[4-amino-3-(propan-2-yloxy)phenyl]piperidine-1-carboxylate in the form of a pink powder. Reactants: CC(C)(C)OC(=O)NCCC(=O)N(CC(=O)NCc1ccc(C(=O)OCC#N)c(O)c1)CC(=O)NCc1ccc(C(=O)OCC#N)c(O)c1, CC(Cl)Cl, O=C(O)C(F)(F)F. Yields the product N#CCOC(=O)c1ccc(CNC(=O)CN(CC(=O)NCc2ccc(C(=O)OCC#N)c(O)c2)C(=O)CCN)cc1O. RXN SMILES: [C:1]([O:2][C:3](=[O:4])[NH:8][CH2:9][CH2:10][C:11](=[O:12])[N:13]([CH2:14][C:15]([NH:16][CH2:17][c:18]1[cH:19][c:20]([OH:30])[c:21]([C:24](=[O:25])[O:26][CH2:27][C:28]#[N:29])[cH:22][cH:23]1)=[O:31])[CH2:32][C:33](=[O:34])[NH:35][CH2:36][c:37]1[cH:38][c:39]([OH:49])[c:40]([C:41](=[O:42])[O:43][CH2:44][C:45]#[N:46])[cH:47][cH:48]1)([CH3:5])([CH3:6])[CH3:7].[Cl:57][CH:58]([Cl:59])[CH3:60].[OH:50][C:51]([C:52]([F:53])([F:54])[F:55])=[O:56]>>[NH2:8][CH2:9][CH2:10][C:11](=[O:12])[N:13]([CH2:14][C:15]([NH:16][CH2:17][c:18]1[cH:19][c:20]([OH:30])[c:21]([C:24](=[O:25])[O:26][CH2:27][C:28]#[N:29])[cH:22][cH:23]1)=[O:31])[CH2:32][C:33](=[O:34])[NH:35][CH2:36][c:37]1[cH:38][c:39]([OH:49])[c:40]([C:41](=[O:42])[O:43][CH2:44][C:45]#[N:46])[cH:47][cH:48]1. As a reaction SMILES: [BH3:36].[CH3:1][O:2][c:3]1[cH:4][cH:5][c:6]([N:9]2[CH2:10][CH2:11][N:12]([c:15]3[c:16]([CH3:35])[c:17]([CH3:34])[c:18]4[c:19]([c:32]3[CH3:33])[CH2:20][C:21]([CH3:23])([CH2:24][N:25]3[CH2:26][CH2:27][C:28](=[O:31])[CH2:29][CH2:30]3)[O:22]4)[CH2:13][CH2:14]2)[cH:7][cH:8]1.[CH3:38][CH2:39][OH:40].[Na:37]>>[CH3:1][O:2][c:3]1[cH:4][cH:5][c:6]([N:9]2[CH2:10][CH2:11][N:12]([c:15]3[c:16]([CH3:35])[c:17]([CH3:34])[c:18]4[c:19]([c:32]3[CH3:33])[CH2:20][C:21]([CH3:23])([CH2:24][N:25]3[CH2:26][CH2:27][CH:28]([OH:31])[CH2:29][CH2:30]3)[O:22]4)[CH2:13][CH2:14]2)[cH:7][cH:8]1. Yields the product COc1ccc(N2CCN(c3c(C)c(C)c4c(c3C)CC(C)(CN3CCC(O)CC3)O4)CC2)cc1. Reactants: B, COc1ccc(N2CCN(c3c(C)c(C)c4c(c3C)CC(C)(CN3CCC(=O)CC3)O4)CC2)cc1, CCO, [Na]. Reactants: COC(C1=C(C=CC(=C1)F)C(F)(F)F)=O (5-Fluoro-2-trifluoromethyl-benzoic acid methyl ester), Cl.CNC (dimethylamine hydrochloride), C([O-])([O-])=O.[K+].[K+] (potassium carbonate). Run in CS(=O)C (dimethylsulphoxid). Conditions: temperature 60 celsius, time 8 hour. Product: COC(C1=C(C=CC(=C1)N(C)C)C(F)(F)F)=O (5-Dimethylamino-2-trifluoromethyl-benzoic acid methyl ester). Yield: 72.0%. RXN SMILES: [CH3:1][O:2][C:3](=[O:15])[C:4]1[CH:9]=[C:8](F)[CH:7]=[CH:6][C:5]=1[C:11]([F:14])([F:13])[F:12].Cl.[CH3:17][NH:18][CH3:19].C(=O)([O-])[O-].[K+].[K+]>CS(C)=O>[CH3:1][O:2][C:3](=[O:15])[C:4]1[CH:9]=[C:8]([N:18]([CH3:19])[CH3:17])[CH:7]=[CH:6][C:5]=1[C:11]([F:14])([F:13])[F:12] |f:1.2,3.4.5|. Procedure details: To a stirred solution of 4.48 g (22.5 mmol) 5-Fluoro-2-trifluoromethyl-benzoic acid methyl ester (Rarechem) and 60.0 ml dimethylsulphoxid were added 2.23 g (27.0 mmol) dimethylamine hydrochloride and 6.54 g (47.3 mmol) potassium carbonate. The reaction mixture was stirred for 8 h at 60° C. in an autoclave and was reduced with high vacuum rotation evaporator at 65° C. The residue was diluted with dichloromethane, washed twice with water. The combined water phases were extracted with dichlorometha...